From a dataset of the Open Reaction Database (ORD), a public repository of structured organic reaction records. describe an organic reaction: reactants, conditions, products, and yield The reactants are O=O (oxygen), B(O)(O)C=1NC2=CC=C(C=C2C1)C(=O)OCC (2-borono-5-ethoxycarbonylindole), C([O-])([O-])=O.[Na+].[Na+] (sodium carbonate), ClC1=CC(=NC=N1)Cl (dichloropyrimidine), Cl (hydrochloric acid). The reagents and catalysts are C=1C=CC(=CC1)[P](C=2C=CC=CC2)(C=3C=CC=CC3)[Pd]([P](C=4C=CC=CC4)(C=5C=CC=CC5)C=6C=CC=CC6)([P](C=7C=CC=CC7)(C=8C=CC=CC8)C=9C=CC=CC9)[P](C=1C=CC=CC1)(C=1C=CC=CC1)C=1C=CC=CC1 (tetrakis(triphenylphosphine)palladium(0)). Solvent: C(C)O (ethanol), O (water). Reaction conditions: temperature 0 celsius. The product is ClC1=NC=CC(=N1)C=1NC2=CC=C(C=C2C1)C(=O)OCC (ethyl 2-(2-chloropyrimidin-4-yl)-1H-indole-5-carboxylate). Isolated yield 93.0%. RXN SMILES: B([C:4]1[NH:5][C:6]2[C:11]([CH:12]=1)=[CH:10][C:9]([C:13]([O:15][CH2:16][CH3:17])=[O:14])=[CH:8][CH:7]=2)(O)O.C(=O)([O-])[O-].[Na+].[Na+].Cl[C:25]1[N:30]=[CH:29][N:28]=[C:27](Cl)[CH:26]=1.O=O.[ClH:34]>C(O)C.C1C=CC([P]([Pd]([P](C2C=CC=CC=2)(C2C=CC=CC=2)C2C=CC=CC=2)([P](C2C=CC=CC=2)(C2C=CC=CC=2)C2C=CC=CC=2)[P](C2C=CC=CC=2)(C2C=CC=CC=2)C2C=CC=CC=2)(C2C=CC=CC=2)C2C=CC=CC=2)=CC=1.O>[Cl:34][C:29]1[N:28]=[C:27]([C:4]2[NH:5][C:6]3[C:11]([CH:12]=2)=[CH:10][C:9]([C:13]([O:15][CH2:16][CH3:17])=[O:14])=[CH:8][CH:7]=3)[CH:26]=[CH:25][N:30]=1 |f:1.2.3,^1:41,43,62,81|. Procedure: 28 g (114 mmol) of 2-borono-5-ethoxycarbonylindole, 12 g (113 mmol) of sodium carbonate and 17.2 g of 2,4-(113 mmol) dichloropyrimidine were initially charged in 412 ml of ethanol. The clear solution was freed of oxygen by vigorous stirring and passing argon through (20 minutes). At RT, 2.67 g of tetrakis(triphenylphosphine)palladium(0) were added. The mixture was heated to from 65° C. to 70° C. for 2 hours (h). Subsequently, 112 ml of water and 112 ml of 30% hydrochloric acid were added and the... Starting materials: [K+], NN, [OH-], O, O, OCCO, O=C(c1ccccc1)c1cnc2c(C(F)(F)F)cccc2c1-c1ccccc1. Product: FC(F)(F)c1cccc2c(-c3ccccc3)c(Cc3ccccc3)cnc12. As a reaction SMILES: [K+:37].[NH2:34][NH2:35].[OH-:36].[OH2:33].[OH2:38].[OH:29][CH2:30][CH2:31][OH:32].[c:1]1([C:7](=[O:8])[c:9]2[cH:10][n:11][c:12]3[c:13]([C:25]([F:26])([F:27])[F:28])[cH:14][cH:15][cH:16][c:17]3[c:18]2-[c:19]2[cH:20][cH:21][cH:22][cH:23][cH:24]2)[cH:2][cH:3][cH:4][cH:5][cH:6]1>>[c:1]1([CH2:7][c:9]2[cH:10][n:11][c:12]3[c:13]([C:25]([F:26])([F:27])[F:28])[cH:14][cH:15][cH:16][c:17]3[c:18]2-[c:19]2[cH:20][cH:21][cH:22][cH:23][cH:24]2)[cH:2][cH:3][cH:4][cH:5][cH:6]1.